Dataset: the Open Reaction Database (ORD), a public repository of structured organic reaction records. Task: describe an organic reaction: reactants, conditions, products, and yield The reactants are C1(CCCC(=O)O1)=O (Glutaric anhydride), C1(=CC=CC=C1)CCCCCCC (1-phenylheptane), [Cl-].[Al+3].[Cl-].[Cl-] (aluminum chloride), Cl (HCl). The solvent is O (water). Reaction conditions: time 1 hour. Product: C(CCCCCC)C1=CC=C(C(=O)CCCC(=O)O)C=C1 (4-(4-n-heptylbenzoyl)butanoic acid). Reaction SMILES: [C:1]1(=[O:8])[O:7][C:5](=[O:6])[CH2:4][CH2:3][CH2:2]1.[C:9]1([CH2:15][CH2:16][CH2:17][CH2:18][CH2:19][CH2:20][CH3:21])[CH:14]=[CH:13][CH:12]=[CH:11][CH:10]=1.[Cl-].[Al+3].[Cl-].[Cl-].Cl>O>[CH2:15]([C:9]1[CH:10]=[CH:11][C:12]([C:5]([CH2:4][CH2:3][CH2:2][C:1]([OH:7])=[O:8])=[O:6])=[CH:13][CH:14]=1)[CH2:16][CH2:17][CH2:18][CH2:19][CH2:20][CH3:21] |f:2.3.4.5|. Procedure: Glutaric anhydride (77.6 g) is added in one portion to a stirred mixture of 1-phenylheptane (400 ml) and anhydrous aluminum chloride (200 g). The mixture is stirred at room temperature for 1 hour, then cooled in an ice bath and carefully treated with a mixture of water (300 ml) and conc. HCl (100 ml). After the addition is complete, the mixture is allowed to return to room temperature and then extracted with ether (3×500 ml). The combined ether extracts are dried over MgSO4, filtered and concent... Reactants: CN1CC2=C(N(C=3C=CC(=CC23)C)CC(C)(O)C=2C=NC=CC2)CC1 (1-(2,8-Dimethyl-1,2,3,4-tetrahydro-pyrido[4,3-b]indol-5-yl)-2-pyridin-3-yl-propan-2-ol), C(C)N(CC)S(F)(F)F (diethylaminosulfur trifluoride). Solvent: C(Cl)Cl (DCM), C(Cl)Cl (DCM). Conditions: temperature 0 celsius, time 1 hour. The product is FC(CN1C2=C(C=3C=C(C=CC13)C)CN(CC2)C)(C)C=2C=NC=CC2 (5-(2-Fluoro-2-pyridin-3-yl-propyl)-2,8-dimethyl-2,3,4,5-tetrahydro-1H-pyrido[4,3-b]indole). Isolated yield 11.9%. As a reaction SMILES: [CH3:1][N:2]1[CH2:25][CH2:24][C:5]2[N:6]([CH2:14][C:15]([C:18]3[CH:19]=[N:20][CH:21]=[CH:22][CH:23]=3)(O)[CH3:16])[C:7]3[CH:8]=[CH:9][C:10]([CH3:13])=[CH:11][C:12]=3[C:4]=2[CH2:3]1.C(N(S(F)(F)[F:32])CC)C>C(Cl)Cl>[F:32][C:15]([C:18]1[CH:19]=[N:20][CH:21]=[CH:22][CH:23]=1)([CH3:16])[CH2:14][N:6]1[C:7]2[CH:8]=[CH:9][C:10]([CH3:13])=[CH:11][C:12]=2[C:4]2[CH2:3][N:2]([CH3:1])[CH2:25][CH2:24][C:5]1=2. Reported procedure: 1-(2,8-Dimethyl-1,2,3,4-tetrahydro-pyrido[4,3-b]indol-5-yl)-2-pyridin-3-yl-propan-2-ol (500 mg, 1.492 mmol) was dissolved in 20 mL DCM, cooled to 0° C. and diethylaminosulfur trifluoride (720 mg, 4.477 mmol) in DCM (5 mL) was added dropwise at the same temperature and stirred for 1 h. The reaction was monitored by TLC and LCMS. After consumption of starting material, the reaction mixture was quenched with saturated bicarbonate and extracted with DCM. The organic layer was washed with bicarbonate... Starting materials: CC(C)c1cc(Cl)cc(C(C)C)c1N=C=O, [H-], [H][H], CC(C)(O)c1cccc(S(N)(=O)=O)c1, [Na+]. The product is CC(C)c1cc(Cl)cc(C(C)C)c1NC(=O)NS(=O)(=O)c1cccc(C(C)(C)O)c1. Reaction SMILES: [Cl:19][c:20]1[cH:21][c:22]([CH:32]([CH3:33])[CH3:34])[c:23]([N:29]=[C:30]=[O:31])[c:24]([CH:26]([CH3:27])[CH3:28])[cH:25]1.[H-:15].[H:17][H:18].[NH2:1][S:2](=[O:3])(=[O:4])[c:5]1[cH:6][c:7]([C:11]([CH3:12])([CH3:13])[OH:14])[cH:8][cH:9][cH:10]1.[Na+:16]>>[NH:1]([S:2](=[O:3])(=[O:4])[c:5]1[cH:6][c:7]([C:11]([CH3:12])([CH3:13])[OH:14])[cH:8][cH:9][cH:10]1)[C:30]([NH:29][c:23]1[c:22]([CH:32]([CH3:33])[CH3:34])[cH:21][c:20]([Cl:19])[cH:25][c:24]1[CH:26]([CH3:27])[CH3:28])=[O:31].